describe an organic reaction: reactants, conditions, products, and yield From a dataset of the Open Reaction Database (ORD), a public repository of structured organic reaction records. Yields the product ClC1=CC=C(C=C1)C1(CCNCC1)C#N (4-(4-Chlorophenyl)piperidine-4-carbonitrile), hydrochloride salt. Procedure details: To a solution of 4-(4-chlorophenyl)-4-cyanopiperidine-1-carboxylic acid tert-butyl ester (1.000 g, 3.12 mmol) in methanol (5 ml) at rt was added 4M HCl in dioxane (15 ml). After stirring for 20 h the solution was concentrated to give the deprotected amine as the hydrochloride salt (0.785 g, 98%). LC-MS (LCT2) m/z 221 [M+H+], Rt 12.84 min. Yield: 98.0%. Run in CO (methanol), O1CCOCC1 (dioxane). RXN SMILES: C(OC([N:8]1[CH2:13][CH2:12][C:11]([C:16]2[CH:21]=[CH:20][C:19]([Cl:22])=[CH:18][CH:17]=2)([C:14]#[N:15])[CH2:10][CH2:9]1)=O)(C)(C)C.Cl>CO.O1CCOCC1>[Cl:22][C:19]1[CH:20]=[CH:21][C:16]([C:11]2([C:14]#[N:15])[CH2:12][CH2:13][NH:8][CH2:9][CH2:10]2)=[CH:17][CH:18]=1. Reaction conditions: time 20 hour. The reactants are C(C)(C)(C)OC(=O)N1CCC(CC1)(C#N)C1=CC=C(C=C1)Cl (4-(4-chlorophenyl)-4-cyanopiperidine-1-carboxylic acid tert-butyl ester), Cl (HCl). Reactants: [BH4-], COC(=O)C1CC(OS(C)(=O)=O)CN1C(=O)OC(C)(C)C, CCO, [Na+], C1CCOC1. Product: CC(C)(C)OC(=O)N1CC(OS(C)(=O)=O)CC1CO. As a reaction SMILES: [BH4-:22].[C:1]([CH3:2])([CH3:3])([CH3:4])[O:5][C:6](=[O:7])[N:8]1[CH:9]([C:18](=[O:19])[O:20][CH3:21])[CH2:10][CH:11]([O:13][S:14](=[O:15])(=[O:16])[CH3:17])[CH2:12]1.[CH3:29][CH2:30][OH:31].[Na+:23].[O:24]1[CH2:25][CH2:26][CH2:27][CH2:28]1>>[C:1]([CH3:2])([CH3:3])([CH3:4])[O:5][C:6](=[O:7])[N:8]1[CH:9]([CH2:18][OH:19])[CH2:10][CH:11]([O:13][S:14](=[O:15])(=[O:16])[CH3:17])[CH2:12]1. Reactants: c1ccc(CN2CCCC23CCN(c2cncc(Oc4ccccc4)c2)C3)cc1, CCO, Cl, [H][H], [OH-], [OH-], [Pd+2]. Yields the product c1ccc(Oc2cncc(N3CCC4(CCCN4)C3)c2)cc1. Reaction SMILES: [CH2:1]([c:2]1[cH:3][cH:4][cH:5][cH:6][cH:7]1)[N:8]1[CH2:9][CH2:10][CH2:11][C:12]12[CH2:13][N:14]([c:17]1[cH:18][n:19][cH:20][c:21]([O:23][c:24]3[cH:25][cH:26][cH:27][cH:28][cH:29]3)[cH:22]1)[CH2:15][CH2:16]2.[CH3:33][CH2:34][OH:35].[ClH:30].[H:31][H:32].[OH-:36].[OH-:37].[Pd+2:38]>>[NH:8]1[CH2:9][CH2:10][CH2:11][C:12]12[CH2:13][N:14]([c:17]1[cH:18][n:19][cH:20][c:21]([O:23][c:24]3[cH:25][cH:26][cH:27][cH:28][cH:29]3)[cH:22]1)[CH2:15][CH2:16]2. Reactants: C(C)(C)(C)C1=CC=C(C=C1)N1C([C@H](OCC1)[C@H](C(=O)NC1=C(C=C(C=C1)C#N)Cl)O)=O ((2R)-2-[(2R)-4-(4-tert-butylphenyl)-3-oxomorpholin-2-yl]-N-(2-chloro-4-cyanophenyl)-2-hydroxyacetamide), NO (NH2OH). The solvent is CCO (EtOH). Conditions: time 8 hour. Product: C(C)(C)(C)C1=CC=C(C=C1)N1C([C@H](OCC1)[C@H](C(=O)NC1=C(C=C(C=C1)C(N)=NO)Cl)O)=O ((2R)-2-[(2R)-4-(4-tert-butylphenyl)-3-oxomorpholin-2-yl]-N-[2-chloro-4-(N′-hydroxyamidino)phenyl]-2-hydroxyacetamide). RXN SMILES: [C:1]([C:5]1[CH:10]=[CH:9][C:8]([N:11]2[CH2:16][CH2:15][O:14][C@H:13]([C@@H:17]([OH:30])[C:18]([NH:20][C:21]3[CH:26]=[CH:25][C:24]([C:27]#[N:28])=[CH:23][C:22]=3[Cl:29])=[O:19])[C:12]2=[O:31])=[CH:7][CH:6]=1)([CH3:4])([CH3:3])[CH3:2].[NH2:32][OH:33]>CCO>[C:1]([C:5]1[CH:6]=[CH:7][C:8]([N:11]2[CH2:16][CH2:15][O:14][C@H:13]([C@@H:17]([OH:30])[C:18]([NH:20][C:21]3[CH:26]=[CH:25][C:24]([C:27](=[N:32][OH:33])[NH2:28])=[CH:23][C:22]=3[Cl:29])=[O:19])[C:12]2=[O:31])=[CH:9][CH:10]=1)([CH3:4])([CH3:2])[CH3:3]. Reported procedure: To a suspension of compound 66-1 (60 mg) in EtOH (2 mL), was added 50% NH2OH aq. (22.4 microL). The reaction mixture was stirred at room temperature overnight. Then the mixture was concentrated in vacuo to obtain compound 66-2 (67 mg) as a colorless amorphous solid. Starting materials: CN, COC(=N[N+](=O)[O-])NCc1cnc(Cl)s1, Cl, O. Product: CNC(=N[N+](=O)[O-])NCc1cnc(Cl)s1. As a reaction SMILES: [CH3:16][NH2:17].[CH3:1][O:2][C:3]([NH:4][CH2:5][c:6]1[cH:7][n:8][c:9]([Cl:11])[s:10]1)=[N:12][N+:13](=[O:14])[O-:15].[ClH:18].[OH2:19]>>[C:3]([NH:4][CH2:5][c:6]1[cH:7][n:8][c:9]([Cl:11])[s:10]1)(=[N:12][N+:13](=[O:14])[O-:15])[NH:17][CH3:16]. Reactants: C(C1=CC=CC=C1)OC1=CC=C(N)C=C1 (4-benzyloxyaniline), C(C=C)(=O)OC (Methyl acrylate). Solvent: C(C)(=O)OCC (ethyl acetate). Run at temperature 70 celsius, time 10 hour. Yields the product C(C1=CC=CC=C1)OC1=CC=C(C=C1)NCCC(=O)OC (methyl 3-(4-benzyloxyphenylamino)-propionate). RXN SMILES: [CH2:1]([O:8][C:9]1[CH:15]=[CH:14][C:12]([NH2:13])=[CH:11][CH:10]=1)[C:2]1[CH:7]=[CH:6][CH:5]=[CH:4][CH:3]=1.[C:16]([O:20][CH3:21])(=[O:19])[CH:17]=[CH2:18]>C(OCC)(=O)C>[CH2:1]([O:8][C:9]1[CH:10]=[CH:11][C:12]([NH:13][CH2:18][CH2:17][C:16]([O:20][CH3:21])=[O:19])=[CH:14][CH:15]=1)[C:2]1[CH:3]=[CH:4][CH:5]=[CH:6][CH:7]=1. Procedure details: Under nitrogen, 4-benzyloxyaniline (13.0 g, 65 mmol) was dissolved by heating at 70° C., and a boron trifluoride-diethyl ether complex (0.82 mL, 6.5 mmol) was added dropwise at the same temperature to the dissolved solution. Methyl acrylate (5.85 mL, 65 mmol) was then slowly added dropwise to the resulting solution. This solution was stirred for 10 hours at 70° C. After cooling with ice, ethyl acetate was added to the reaction mixture and washed with aqueous 1 N sodium hydroxide and brine. The o... The reactants are [BH4-], COC(=O)c1ccn(-c2ccc(C(=O)N3Cc4cccn4Cc4ccccc43)c(Cl)c2)n1, [Li+], C1CCOC1. Yields the product O=C(c1ccc(-n2ccc(CO)n2)cc1Cl)N1Cc2cccn2Cc2ccccc21. Reaction SMILES: [BH4-:33].[Cl:1][c:2]1[cH:3][c:4](-[n:24]2[n:25][c:26]([C:29](=[O:30])[O:31][CH3:32])[cH:27][cH:28]2)[cH:5][cH:6][c:7]1[C:8](=[O:9])[N:10]1[CH2:11][c:12]2[n:13]([cH:21][cH:22][cH:23]2)[CH2:14][c:15]2[c:16]1[cH:17][cH:18][cH:19][cH:20]2.[Li+:34].[O:35]1[CH2:36][CH2:37][CH2:38][CH2:39]1>>[Cl:1][c:2]1[cH:3][c:4](-[n:24]2[n:25][c:26]([CH2:29][OH:30])[cH:27][cH:28]2)[cH:5][cH:6][c:7]1[C:8](=[O:9])[N:10]1[CH2:11][c:12]2[n:13]([cH:21][cH:22][cH:23]2)[CH2:14][c:15]2[c:16]1[cH:17][cH:18][cH:19][cH:20]2. Reactants: C([O-])(O)=O (bicarbonate), FC1=C(C(=CC=C1[N+](=O)[O-])F)C(=O)C1=CNC2=NC=C(C=C21)C ((2,6-difluoro-3-nitro-phenyl)-(5-methyl-1H-pyrrolo[2,3-b]pyridin-3-yl)-methanone), C(C)(=O)OCC (ethyl acetate), stannous chloride, dihydrate. Solvent: O (water). Reaction conditions: temperature 65 celsius, time 18 hour. The product is NC=1C(=C(C(=CC1)F)C(=O)C1=CNC2=NC=C(C=C21)C)F ((3-amino-2,6-difluoro-phenyl)-(5-methyl-1H-pyrrolo[2,3-b]pyridin-3-yl)-methanone). Reaction SMILES: [F:1][C:2]1[C:7]([N+:8]([O-])=O)=[CH:6][CH:5]=[C:4]([F:11])[C:3]=1[C:12]([C:14]1[C:22]2[C:17](=[N:18][CH:19]=[C:20]([CH3:23])[CH:21]=2)[NH:16][CH:15]=1)=[O:13].C(OCC)(=O)C.C(=O)(O)[O-]>O>[NH2:8][C:7]1[C:2]([F:1])=[C:3]([C:12]([C:14]2[C:22]3[C:17](=[N:18][CH:19]=[C:20]([CH3:23])[CH:21]=3)[NH:16][CH:15]=2)=[O:13])[C:4]([F:11])=[CH:5][CH:6]=1. Procedure details: To (2,6-difluoro-3-nitro-phenyl)-(5-methyl-1H-pyrrolo[2,3-b]pyridin-3-yl)-methanone (16, 1.165 g, 3.672 mmol), 80 mL of ethyl acetate was added, followed by stannous chloride, dihydrate (2.86 g, 12.6 mmol). The suspension was stirred in an oil bath at 65° C. for 18 hours, then poured into a beaker with 200 mL each of water and saturated bicarbonate. The resulting milky suspension was treated with celite, then vacuum filtered through a thin pad of celite. The resulting clear layers of the filtrat...